Task: describe an organic reaction: reactants, conditions, products, and yield. Dataset: the Open Reaction Database (ORD), a public repository of structured organic reaction records Starting materials: IC=1C=C(OC=2SC=CN2)C=CC1 (2-(3-iodophenoxy)-1,3-thiazole), CC1(OB(OC1(C)C)C1=CC=C(C=C1)N1N=CN=N1)C (2-[4-(4,4,5,5-tetramethyl-1,3,2-dioxaborolan-2-yl)phenyl]-2H-tetrazole). Product: CC1(OB(OC1(C)C)C=1C=C(OC=2SC=CN2)C=CC1)C (2-[3-(4,4,5,5-Tetramethyl-1,3,2-dioxaborolan-2-yl)phenoxy]-1,3-thiazole). As a reaction SMILES: I[C:2]1[CH:3]=[C:4]([CH:11]=[CH:12][CH:13]=1)[O:5][C:6]1[S:7][CH:8]=[CH:9][N:10]=1.[CH3:14][C:15]1([CH3:33])[C:19]([CH3:21])([CH3:20])[O:18][B:17](C2C=CC(N3N=NC=N3)=CC=2)[O:16]1>>[CH3:14][C:15]1([CH3:33])[C:19]([CH3:21])([CH3:20])[O:18][B:17]([C:2]2[CH:3]=[C:4]([CH:11]=[CH:12][CH:13]=2)[O:5][C:6]2[S:7][CH:8]=[CH:9][N:10]=2)[O:16]1. Procedure: The title compound (1.33 g) was prepared as a crude brown solid from 2-(3-iodophenoxy)-1,3-thiazole (500 mg, 1.65 mmol) using a procedure analogous to that described for 2-[4-(4,4,5,5-tetramethyl-1,3,2-dioxaborolan-2-yl)phenyl]-2H-tetrazole, Example 1, Step A. MS (LCMS) m/z 304.0 (M+1).